Dataset: the Open Reaction Database (ORD), a public repository of structured organic reaction records. Task: describe an organic reaction: reactants, conditions, products, and yield Starting materials: CCOC(=O)c1cnc(Nc2ccccc2C=Cc2n[nH]c3ccccc23)s1, CO, [Na+], [OH-], O. Yields the product O=C(O)c1cnc(Nc2ccccc2C=Cc2n[nH]c3ccccc23)s1. Reaction SMILES: [CH2:1]([CH3:2])[O:3][C:4](=[O:5])[c:6]1[cH:7][n:8][c:9]([NH:11][c:12]2[c:13]([CH:18]=[CH:19][c:20]3[n:21][nH:22][c:23]4[cH:24][cH:25][cH:26][cH:27][c:28]34)[cH:14][cH:15][cH:16][cH:17]2)[s:10]1.[CH3:32][OH:33].[Na+:30].[OH-:29].[OH2:31]>>[O:3]=[C:4]([OH:5])[c:6]1[cH:7][n:8][c:9]([NH:11][c:12]2[c:13]([CH:18]=[CH:19][c:20]3[n:21][nH:22][c:23]4[cH:24][cH:25][cH:26][cH:27][c:28]34)[cH:14][cH:15][cH:16][cH:17]2)[s:10]1. Starting materials: NC1=NC=CC=C1O (2-Amino-3-hydroxypyridine), CCO (EtOH), C(C)(=O)Cl (acetyl chloride), C(C1=CC=CC=C1)OC1=CC=C(C=C1)CCC(C#N)O (4-(4-(benzyloxy)phenyl)-2-hydroxybutanenitrile). Run in C(Cl)(Cl)Cl (CHCl3), C(Cl)(Cl)Cl (CHCl3). Run at time 20 minute. The product is C(C1=CC=CC=C1)OC1=CC=C(C=C1)CCC(O)C=1OC=2C(=NC=CC2)N1 (3-(4-(Benzyloxy)phenyl)-1-(oxazolo[4,5-b]pyridin-2-yl)propan-1-ol). RXN SMILES: CCO.C(Cl)(=O)C.[CH2:8]([O:15][C:16]1[CH:21]=[CH:20][C:19]([CH2:22][CH2:23][CH:24]([OH:27])[C:25]#[N:26])=[CH:18][CH:17]=1)[C:9]1[CH:14]=[CH:13][CH:12]=[CH:11][CH:10]=1.N[C:29]1[C:34]([OH:35])=[CH:33][CH:32]=[CH:31][N:30]=1>C(Cl)(Cl)Cl>[CH2:8]([O:15][C:16]1[CH:17]=[CH:18][C:19]([CH2:22][CH2:23][CH:24]([C:25]2[O:35][C:34]3[C:29]([N:26]=2)=[N:30][CH:31]=[CH:32][CH:33]=3)[OH:27])=[CH:20][CH:21]=1)[C:9]1[CH:10]=[CH:11][CH:12]=[CH:13][CH:14]=1. Procedure: A mixture of anhydrous EtOH (3.6 mL) and CHCl3 (4.0 mL) at 0° C. was treated with acetyl chloride (3.4 mL, 47.6 mmol, 16.2 equiv) and was stirred for 20 min. A solution of 4-(4-(benzyloxy)phenyl)-2-hydroxybutanenitrile (S50, 750 mg, 2.94 mmol, 1 equiv) in 9 mL of CHCl3 was added dropwise and the reaction was stirred for 20 h at 25° C. The reaction mixture was concentrated and the crude product was dissolved in anhydrous EtOH. 2-Amino-3-hydroxypyridine (370 mg, 3.36 mmol, 1.1 equiv) was added and... The reactants are CC(C)(C)OC(=O)NC(C)(C)c1nc(-c2cccc(N)c2F)c(-c2ccnc(Cl)n2)s1, c1ccncc1, O=S(=O)(Cl)c1ccoc1. The product is CC(C)(C)OC(=O)NC(C)(C)c1nc(-c2cccc(NS(=O)(=O)c3ccoc3)c2F)c(-c2ccnc(Cl)n2)s1. Reaction SMILES: [NH2:1][c:2]1[c:3]([F:31])[c:4](-[c:8]2[n:9][c:10]([C:20]([CH3:21])([CH3:22])[NH:23][C:24]([O:25][C:26]([CH3:27])([CH3:28])[CH3:29])=[O:30])[s:11][c:12]2-[c:13]2[n:14][c:15]([Cl:19])[n:16][cH:17][cH:18]2)[cH:5][cH:6][cH:7]1.[cH:41]1[cH:42][cH:43][n:44][cH:45][cH:46]1.[o:32]1[cH:33][c:34]([S:37](=[O:38])(=[O:39])[Cl:40])[cH:35][cH:36]1>>[NH:1]([c:2]1[c:3]([F:31])[c:4](-[c:8]2[n:9][c:10]([C:20]([CH3:21])([CH3:22])[NH:23][C:24]([O:25][C:26]([CH3:27])([CH3:28])[CH3:29])=[O:30])[s:11][c:12]2-[c:13]2[n:14][c:15]([Cl:19])[n:16][cH:17][cH:18]2)[cH:5][cH:6][cH:7]1)[S:37]([c:34]1[cH:33][o:32][cH:36][cH:35]1)(=[O:38])=[O:39]. The reactants are Cl, [K+], O=C(NC1CCCCC1N1CCCC1)c1ccccc1, [OH-], O, OCCO. The product is NC1CCCCC1N1CCCC1. RXN SMILES: [ClH:1].[K+:27].[N:2]1([CH:7]2[CH:8]([NH:13][C:14](=[O:15])[c:16]3[cH:17][cH:18][cH:19][cH:20][cH:21]3)[CH2:9][CH2:10][CH2:11][CH2:12]2)[CH2:3][CH2:4][CH2:5][CH2:6]1.[OH-:26].[OH2:28].[OH:22][CH2:23][CH2:24][OH:25]>>[N:2]1([CH:7]2[CH:8]([NH2:13])[CH2:9][CH2:10][CH2:11][CH2:12]2)[CH2:3][CH2:4][CH2:5][CH2:6]1. Reactants: CCN(C(C)C)C(C)C, ClC(Cl)Cl, FC(F)(F)c1nc(Cl)c2sc(Cl)nc2n1, O=C(NCc1ccc(OC(F)(F)F)cc1)C1CNCCN1S(=O)(=O)c1ccc(C2CC2)cc1. The product is O=C(NCc1ccc(OC(F)(F)F)cc1)C1CN(c2nc3nc(C(F)(F)F)nc(Cl)c3s2)CCN1S(=O)(=O)c1ccc(C2CC2)cc1. As a reaction SMILES: [CH:49]([N:50]([CH2:51][CH3:52])[CH:53]([CH3:54])[CH3:55])([CH3:56])[CH3:57].[CH:58]([Cl:59])([Cl:60])[Cl:61].[Cl:1][c:2]1[s:3][c:4]2[c:5]([n:6][c:7]([C:11]([F:12])([F:13])[F:14])[n:8][c:9]2[Cl:10])[n:15]1.[F:16][C:17]([O:18][c:19]1[cH:20][cH:21][c:22]([CH2:23][NH:24][C:25](=[O:26])[CH:27]2[N:28]([S:33](=[O:34])(=[O:35])[c:36]3[cH:37][cH:38][c:39]([CH:42]4[CH2:43][CH2:44]4)[cH:40][cH:41]3)[CH2:29][CH2:30][NH:31][CH2:32]2)[cH:45][cH:46]1)([F:47])[F:48]>>[c:2]1([N:31]2[CH2:30][CH2:29][N:28]([S:33](=[O:34])(=[O:35])[c:36]3[cH:37][cH:38][c:39]([CH:42]4[CH2:43][CH2:44]4)[cH:40][cH:41]3)[CH:27]([C:25]([NH:24][CH2:23][c:22]3[cH:21][cH:20][c:19]([O:18][C:17]([F:16])([F:47])[F:48])[cH:46][cH:45]3)=[O:26])[CH2:32]2)[s:3][c:4]2[c:5]([n:6][c:7]([C:11]([F:12])([F:13])[F:14])[n:8][c:9]2[Cl:10])[n:15]1. Starting materials: COc1ccc(N2CC(C)NC(C)C2)cc1NS(=O)(=O)c1ccc(Br)cc1Cl, Cc1csc(B(O)O)c1, CC(C)(C)[O-], COCCOC, [K+], O, c1ccc(P(c2ccccc2)(c2ccccc2)[Pd](P(c2ccccc2)(c2ccccc2)c2ccccc2)(P(c2ccccc2)(c2ccccc2)c2ccccc2)P(c2ccccc2)(c2ccccc2)c2ccccc2)cc1. The product is COc1ccc(N2CC(C)NC(C)C2)cc1NS(=O)(=O)c1ccc(-c2cc(C)cs2)cc1Cl. As a reaction SMILES: [Br:1][c:2]1[cH:3][c:4]([Cl:28])[c:5]([S:8](=[O:9])(=[O:10])[NH:11][c:12]2[c:13]([O:26][CH3:27])[cH:14][cH:15][c:16]([N:18]3[CH2:19][CH:20]([CH3:25])[NH:21][CH:22]([CH3:24])[CH2:23]3)[cH:17]2)[cH:6][cH:7]1.[CH3:29][c:30]1[cH:31][c:32]([B:35]([OH:36])[OH:37])[s:33][cH:34]1.[CH3:38][C:39]([CH3:40])([O-:41])[CH3:42].[CH3:44][O:45][CH2:46][CH2:47][O:48][CH3:49].[K+:43].[OH2:50].[cH:51]1[cH:52][cH:53][c:54]([P:55]([Pd:56]([P:57]([c:58]2[cH:59][cH:60][cH:61][cH:62][cH:63]2)([c:64]2[cH:65][cH:66][cH:67][cH:68][cH:69]2)[c:70]2[cH:71][cH:72][cH:73][cH:74][cH:75]2)([P:76]([c:77]2[cH:78][cH:79][cH:80][cH:81][cH:82]2)([c:83]2[cH:84][cH:85][cH:86][cH:87][cH:88]2)[c:89]2[cH:90][cH:91][cH:92][cH:93][cH:94]2)[P:95]([c:96]2[cH:97][cH:98][cH:99][cH:100][cH:101]2)([c:102]2[cH:103][cH:104][cH:105][cH:106][cH:107]2)[c:108]2[cH:109][cH:110][cH:111][cH:112][cH:113]2)([c:114]2[cH:115][cH:116][cH:117][cH:118][cH:119]2)[c:120]2[cH:121][cH:122][cH:123][cH:124][cH:125]2)[cH:126][cH:127]1>>[c:2]1(-[c:32]2[cH:31][c:30]([CH3:29])[cH:34][s:33]2)[cH:3][c:4]([Cl:28])[c:5]([S:8](=[O:9])(=[O:10])[NH:11][c:12]2[c:13]([O:26][CH3:27])[cH:14][cH:15][c:16]([N:18]3[CH2:19][CH:20]([CH3:25])[NH:21][CH:22]([CH3:24])[CH2:23]3)[cH:17]2)[cH:6][cH:7]1.